Dataset: the Open Reaction Database (ORD), a public repository of structured organic reaction records. Task: describe an organic reaction: reactants, conditions, products, and yield Reactants: N (NH3), N,N′-Carbonyldiimidazole, C(C)(C)(C)OC(=O)N([C@H]1[C@@H](C1)C1=CC=C(C=C1)OCC1=CC=C(C=C1)C#N)CC(=O)O ([(tert-butoxycarbonyl){(trans)-2-{4-[(4-cyanobenzyl)oxy]phenyl}cyclopropyl}amino]acetic acid), ice water. Solvent: C(Cl)Cl (CH2Cl2), C(Cl)Cl (CH2Cl2). Reaction conditions: time 40 minute. The product is NC(CN(C(OC(C)(C)C)=O)[C@H]1[C@@H](C1)C1=CC=C(C=C1)OCC1=CC=C(C=C1)C#N)=O (tert-butyl 2-amino-2-oxoethyl[(trans)-2-{4-[(4-cyanobenzyl)oxy]phenyl}cyclopropyl]carbamate). The yield is 75.1%. Reaction SMILES: [C:1]([O:5][C:6]([N:8]([CH2:28][C:29]([OH:31])=O)[C@@H:9]1[CH2:11][C@H:10]1[C:12]1[CH:17]=[CH:16][C:15]([O:18][CH2:19][C:20]2[CH:25]=[CH:24][C:23]([C:26]#[N:27])=[CH:22][CH:21]=2)=[CH:14][CH:13]=1)=[O:7])([CH3:4])([CH3:3])[CH3:2].[NH3:32]>C(Cl)Cl>[NH2:32][C:29](=[O:31])[CH2:28][N:8]([C@@H:9]1[CH2:11][C@H:10]1[C:12]1[CH:17]=[CH:16][C:15]([O:18][CH2:19][C:20]2[CH:25]=[CH:24][C:23]([C:26]#[N:27])=[CH:22][CH:21]=2)=[CH:14][CH:13]=1)[C:6](=[O:7])[O:5][C:1]([CH3:4])([CH3:2])[CH3:3]. Procedure details: N,N′-Carbonyldiimidazole (27 mg, 0.17 mmol) was added to a solution of [(tert-butoxycarbonyl){(trans)-2-{4-[(4-cyanobenzyl)oxy]phenyl}cyclopropyl}amino]acetic acid (50 mg, 0.12 mmol) in dry CH2Cl2 (3 mL) at 0° C. (ice-water bath). The solution was stirred for 40 min at room temperature and cooled again at 0° C.; NH3 (25% aqueous solution, 0.05 mL, 0.60 mmol) was added and the reaction was allowed to reach room temperature and stirred for additional 1.5 h. The mixture was diluted with CH2Cl2 (20 ... Reactants: C(N)(=O)C=1C=C(C(=O)OC)C=C(C1)Cl (methyl 3-carbamoyl-5-chlorobenzoate), [H-].[Al+3].[Li+].[H-].[H-].[H-] (lithium aluminum hydride), O.O.O.O.O.O.O.O.O.O.S(=O)(=O)([O-])[O-].[Na+].[Na+] (sodium sulfate decahydrate). Run in C1CCOC1 (THF). Reaction conditions: time 4 hour. The product is ClC=1C=C(C(=O)N)C=C(C1)CO (3-chloro-5-(hydroxymethyl)benzamide). Yield: 40.6%. RXN SMILES: [C:1]([C:4]1[CH:5]=[C:6]([CH:11]=[C:12]([Cl:14])[CH:13]=1)[C:7](OC)=[O:8])(=[O:3])[NH2:2].[H-].[Al+3].[Li+].[H-].[H-].[H-].O.O.O.O.O.O.O.O.O.O.S([O-])([O-])(=O)=O.[Na+].[Na+]>C1COCC1>[Cl:14][C:12]1[CH:13]=[C:4]([CH:5]=[C:6]([CH2:7][OH:8])[CH:11]=1)[C:1]([NH2:2])=[O:3] |f:1.2.3.4.5.6,7.8.9.10.11.12.13.14.15.16.17.18.19|. Procedure details: Step N4. To above methyl 3-carbamoyl-5-chlorobenzoate (˜9.3 mmol) in dry THF (100 mL) was added lithium aluminum hydride (1 g, 26.3 mmol) in portions. The mixture was stirred for 4 hours, then treated with sodium sulfate decahydrate (8.5 g, 26.3 mmol) for 30 min. The solid was filtered off and washed with THF for three times. The solvent was removed under vacuum and resulting residue was purified by column with DCM, then MeOH/DCM (5/95) to give 3-chloro-5-(hydroxymethyl)benzamide (13, 0.7 g, 40%... Reactants: C(C1=CC=CC=C1)C=1OC2=C(C1C1=CC=C(C=C1)C1=CC=C(C=C1)CO)C=CC=C2 (4′-(2-benzylbenzofuran-3-yl)biphenyl-4-methanol), BrP(C1=CC=CC=C1)(C1=CC=CC=C1)(C1=CC=CC=C1)Br (dibromotriphenylphosphorane), O (water). Run in C(C)#N (acetonitrile). Conditions: time 2 hour. The product is C(C1=CC=CC=C1)C=1OC2=C(C1C1=CC=C(C=C1)C1=CC=C(C=C1)CBr)C=CC=C2 (2-Benzyl-3-(4′-bromomethylbiphen-4-yl)benzofuran). Yield: 86.5%. Reaction SMILES: [CH2:1]([C:8]1[O:9][C:10]2[CH:30]=[CH:29][CH:28]=[CH:27][C:11]=2[C:12]=1[C:13]1[CH:18]=[CH:17][C:16]([C:19]2[CH:24]=[CH:23][C:22]([CH2:25]O)=[CH:21][CH:20]=2)=[CH:15][CH:14]=1)[C:2]1[CH:7]=[CH:6][CH:5]=[CH:4][CH:3]=1.[Br:31]P(Br)(C1C=CC=CC=1)(C1C=CC=CC=1)C1C=CC=CC=1.O>C(#N)C>[CH2:1]([C:8]1[O:9][C:10]2[CH:30]=[CH:29][CH:28]=[CH:27][C:11]=2[C:12]=1[C:13]1[CH:18]=[CH:17][C:16]([C:19]2[CH:24]=[CH:23][C:22]([CH2:25][Br:31])=[CH:21][CH:20]=2)=[CH:15][CH:14]=1)[C:2]1[CH:7]=[CH:6][CH:5]=[CH:4][CH:3]=1. Procedure details: To a solution of 4′-(2-benzylbenzofuran-3-yl)biphenyl-4-methanol (5.01 g, 12.7 mmol) in anhydrous acetonitrile (75 mL) was added dibromotriphenylphosphorane (5.45 g, 12.7 mmol) as a solid portionwise over 15 mins. The reaction was stirred for 2 hours (TLC control) and then poured into water (100 mL) and extracted with diethyl ether (3×100 mL). The combined extract was washed with water, brine, dried over anhydrous MgSO4, filtered and concentrated in vacuo to afford the title compound as an off-w... Reactants: O (water), C1OC=2C=C3C=CCC3=CC2O1 (5,6-methylenedioxyindene), [OH-].[Na+] (sodium hydroxide), OO (hydrogen peroxide). Run in C(C)(=O)OCC (ethyl acetate), O1CCCC1 (tetrahydrofuran), O1CCCC1 (tetrahydrofuran). Conditions: time 4 hour. Product: C1OC=2C=C3CC(CC3=CC2O1)O (5,6-methylenedioxyindane-2-ol). Reaction SMILES: [CH2:1]1[O:12][C:11]2[CH:10]=[C:9]3[C:5]([CH:6]=[CH:7][CH2:8]3)=[CH:4][C:3]=2[O:2]1.[OH2:13].[OH-].[Na+].OO>O1CCCC1.C(OCC)(=O)C>[CH2:1]1[O:2][C:3]2[CH:4]=[C:5]3[C:9]([CH2:8][CH:7]([OH:13])[CH2:6]3)=[CH:10][C:11]=2[O:12]1 |f:2.3|. Reported procedure: A solution of 9.0 g of 5,6-methylenedioxyindene in 23 ml of tetrahydrofuran was cooled to 0° C. in a nitrogen atmosphere. A solution of 2.2 ml of 10.0 M borane/methyl sulfide complex in 5 ml of tetrahydrofuran was added dropwise thereto. The temperature of the mixture was elevated from 0° C. to room temperature over 4 h and then 1.8 ml of water was added dropwise thereto. 7.4 ml of a 3 M aqueous sodium hydroxide solution and then 5.5 ml of a 35% aqueous hydrogen peroxide solution were added ther... Starting materials: FCCBr, CSc1ccc(N2CC(CN=[N+]=[N-])OC2=O)cc1F, [N-]=[N+]=NCC1CN(c2ccc(SC(c3ccccc3)(c3ccccc3)c3ccccc3)c(F)c2)C(=O)O1. Product: [N-]=[N+]=NCC1CN(c2ccc(SCCF)c(F)c2)C(=O)O1. RXN SMILES: [Br:20][CH2:21][CH2:22][F:23].[N:1](=[N+:2]=[N-:3])[CH2:4][CH:5]1[CH2:6][N:7]([c:11]2[cH:12][c:13]([F:19])[c:14]([S:17][CH3:18])[cH:15][cH:16]2)[C:8](=[O:10])[O:9]1.[N:24]([CH2:25][CH:26]1[O:27][C:28](=[O:29])[N:30]([c:31]2[cH:32][cH:33][c:34]([S:35][C:36]([c:37]3[cH:38][cH:39][cH:40][cH:41][cH:42]3)([c:43]3[cH:44][cH:45][cH:46][cH:47][cH:48]3)[c:49]3[cH:50][cH:51][cH:52][cH:53][cH:54]3)[c:55]([F:56])[cH:57]2)[CH2:58]1)=[N+:59]=[N-:60]>>[N:1](=[N+:2]=[N-:3])[CH2:4][CH:5]1[CH2:6][N:7]([c:11]2[cH:12][c:13]([F:19])[c:14]([S:17][CH2:18][CH2:22][F:23])[cH:15][cH:16]2)[C:8](=[O:10])[O:9]1. Run in CS(=O)C (DMSO). As a reaction SMILES: CC(C)([O-])C.[K+].[N+:7]([CH3:10])([O-:9])=[O:8].[C:11]([O:15][C:16](=[O:44])[NH:17][C:18]1([C:22]2[CH:27]=[CH:26][C:25]([C:28]3[C:33]([C:34]4[CH:39]=[CH:38][CH:37]=[CH:36][CH:35]=4)=[CH:32][C:31]([N+:40]([O-:42])=[O:41])=[C:30](Cl)[N:29]=3)=[CH:24][CH:23]=2)[CH2:21][CH2:20][CH2:19]1)([CH3:14])([CH3:13])[CH3:12].[NH4+].[Cl-]>CS(C)=O>[C:11]([O:15][C:16](=[O:44])[NH:17][C:18]1([C:22]2[CH:27]=[CH:26][C:25]([C:28]3[C:33]([C:34]4[CH:39]=[CH:38][CH:37]=[CH:36][CH:35]=4)=[CH:32][C:10]([N+:7]([O-:9])=[O:8])=[C:30]([CH2:31][N+:40]([O-:42])=[O:41])[N:29]=3)=[CH:24][CH:23]=2)[CH2:19][CH2:20][CH2:21]1)([CH3:14])([CH3:12])[CH3:13] |f:0.1,4.5|. Reactants: CC(C)([O-])C.[K+] (potassium tert-butoxide), [NH4+].[Cl-] (NH4Cl), [N+](=O)([O-])C (nitromethane), C(C)(C)(C)OC(NC1(CCC1)C1=CC=C(C=C1)C1=NC(=C(C=C1C1=CC=CC=C1)[N+](=O)[O-])Cl)=O (tert-butyl(1-(4-(6-chloro-5-nitro-3-phenylpyridin-2-yl)phenyl)cyclobutyl)carbamate). Product: C(C)(C)(C)OC(NC1(CCC1)C1=CC=C(C=C1)C1=NC(=C(C=C1C1=CC=CC=C1)[N+](=O)[O-])C[N+](=O)[O-])=O (tert-butyl(1-(4-(5-nitro-6-(nitromethyl)-3-phenylpyridin-2-yl)phenyl)cyclobutyl)carbamate). Reported procedure: To a solution of potassium tert-butoxide (468 mg, 4.17 mmol) in dry DMSO (20 ml) was slowly added nitromethane (225 ul, 4.17 mmol) under nitrogen. The resulting mixture was stirred for 15 min at room temperature before tert-butyl(1-(4-(6-chloro-5-nitro-3-phenylpyridin-2-yl)phenyl)cyclobutyl)carbamate (1 g, 2.08 mmol) was added. The resulting mixture was stirred for 1 hour at room temperature. A saturated solution of NH4Cl was added and the mixture was extracted with AcOEt (3×50 ml). The combined... Run at time 1 hour. The reactants are COc1cccc2cc(C(=O)O)oc12, NCCCc1ccccc1. The product is COc1cccc2cc(C(=O)NCCCc3ccccc3)oc12. Reaction SMILES: [CH3:1][O:2][c:3]1[cH:4][cH:5][cH:6][c:7]2[cH:8][c:9]([C:12](=[O:13])[OH:14])[o:10][c:11]12.[c:15]1([CH2:21][CH2:22][CH2:23][NH2:24])[cH:16][cH:17][cH:18][cH:19][cH:20]1>>[CH3:1][O:2][c:3]1[cH:4][cH:5][cH:6][c:7]2[cH:8][c:9]([C:12](=[O:14])[NH:24][CH2:23][CH2:22][CH2:21][c:15]3[cH:16][cH:17][cH:18][cH:19][cH:20]3)[o:10][c:11]12. The reactants are C(=O)(OC(C)(C)C)N1C(=CC=C1)B(O)O (1-boc-pyrrole-2-boronic acid), C([O-])(O)=O.[Na+] (sodium bicarbonate), C(C)(C)(C)OC(=O)N1N=C(C2=CC(=CC=C12)P(=O)(OC)OC)I (5-(dimethoxyphosphoryl)-3-iodo-indazole-1-carboxylic acid tert-butyl ester). The reagents and catalysts are C=1C=CC(=CC1)[P](C=2C=CC=CC2)(C=3C=CC=CC3)[Pd]([P](C=4C=CC=CC4)(C=5C=CC=CC5)C=6C=CC=CC6)([P](C=7C=CC=CC7)(C=8C=CC=CC8)C=9C=CC=CC9)[P](C=1C=CC=CC1)(C=1C=CC=CC1)C=1C=CC=CC1 (tetrakis(triphenylphosphine)palladium(0)). Solvent: CN(C=O)C (dimethylformamide). Conditions: temperature 130 celsius, time 5 hour. Yields the product COP(O)(=O)C=1C=C2C(=NNC2=CC1)C=1NC=CC1 ([3-(1H-pyrrol-2-yl)-1H-indazol-5-yl]-phosphonic acid monomethyl ester). As a reaction SMILES: C([N:8]1[CH:12]=[CH:11][CH:10]=[C:9]1B(O)O)(OC(C)(C)C)=O.C(=O)(O)[O-].[Na+].C(OC([N:28]1[C:36]2[C:31](=[CH:32][C:33]([P:37]([O:41]C)([O:39][CH3:40])=[O:38])=[CH:34][CH:35]=2)[C:30](I)=[N:29]1)=O)(C)(C)C>C1C=CC([P]([Pd]([P](C2C=CC=CC=2)(C2C=CC=CC=2)C2C=CC=CC=2)([P](C2C=CC=CC=2)(C2C=CC=CC=2)C2C=CC=CC=2)[P](C2C=CC=CC=2)(C2C=CC=CC=2)C2C=CC=CC=2)(C2C=CC=CC=2)C2C=CC=CC=2)=CC=1.CN(C)C=O>[CH3:40][O:39][P:37]([C:33]1[CH:32]=[C:31]2[C:36](=[CH:35][CH:34]=1)[NH:28][N:29]=[C:30]2[C:9]1[NH:8][CH:12]=[CH:11][CH:10]=1)(=[O:38])[OH:41] |f:1.2,^1:47,49,68,87|. Procedure details: 44.8 mg (0.25 eq; 0.039 mmol) of tetrakis(triphenylphosphine)palladium(0), 65.3 mg (2 eq; 0.310 mmol) of 1-boc-pyrrole-2-boronic acid, 3 ml of dimethylformamide and 150 μl of saturated sodium bicarbonate solution are added to 70 mg (1 eq; 0.155 mmol) of 5-(dimethoxyphosphoryl)-3-iodo-indazole-1-carboxylic acid tert-butyl ester. The medium is stirred at 130° C. for 5 hours. The reaction medium is filtered through paper and the solvent is evaporated off under reduced pressure in a rotary evaporato... Starting materials: ClC=1C=C(C=CC1)C1(C=CC(CC1)=O)C1=CC(=CC=C1)Cl (4,4-bis-(3-chlorophenyl)-cyclohexenone), C(CCC)OCN(C[Si](C)(C)C)CC1=CC=CC=C1 (N-butoxymethyl-N-trimethylsilylmethylbenzylamine), C([O-])([O-])=O.[K+].[K+] (potassium carbonate). Reagents/catalysts: FC(C(=O)O)(F)F (Trifluoroacetic acid). The solvent is ClCCl (dichloromethane). Reaction conditions: time 16 hour. The product is C(C1=CC=CC=C1)N1CC2C(CCC(C2C1)=O)(C1=CC(=CC=C1)Cl)C1=CC(=CC=C1)Cl ((3aRS,7aRS)-2-benzyl-7,7-bis-(3-chlorophenyl)-4-perhydroisoindolone). Reaction SMILES: [Cl:1][C:2]1[CH:3]=[C:4]([C:8]2([C:15]3[CH:20]=[CH:19][CH:18]=[C:17]([Cl:21])[CH:16]=3)[CH2:13][CH2:12][C:11](=[O:14])[CH:10]=[CH:9]2)[CH:5]=[CH:6][CH:7]=1.C(O[CH2:27][N:28]([CH2:34][C:35]1[CH:40]=[CH:39][CH:38]=[CH:37][CH:36]=1)[CH2:29][Si](C)(C)C)CCC.C(=O)([O-])[O-].[K+].[K+]>FC(F)(F)C(O)=O.ClCCl>[CH2:34]([N:28]1[CH2:29][CH:10]2[CH:9]([C:8]([C:15]3[CH:20]=[CH:19][CH:18]=[C:17]([Cl:21])[CH:16]=3)([C:4]3[CH:5]=[CH:6][CH:7]=[C:2]([Cl:1])[CH:3]=3)[CH2:13][CH2:12][C:11]2=[O:14])[CH2:27]1)[C:35]1[CH:40]=[CH:39][CH:38]=[CH:37][CH:36]=1 |f:2.3.4|. Procedure details: Trifluoroacetic acid (15 drops) is added to a solution of 4,4-bis-(3-chlorophenyl)-cyclohexenone (26.8 g) and N-butoxymethyl-N-trimethylsilylmethylbenzylamine (33 cc) in dry dichloromethane (200 cc). The reaction mixture is brought to reflux and then stirred for 16 hours after having allowed the temperature to return to 25° C. and for a further 15 minutes after addition of potassium carbonate (16 g). After filtering and concentrating the filtrate to dryness under reduced pressure (2.7 kPa), the ...